Dataset: the Open Reaction Database (ORD), a public repository of structured organic reaction records. Task: describe an organic reaction: reactants, conditions, products, and yield The reactants are C1CCOC1, [H-], CI, O=[N+]([O-])c1ccc2oc(=S)[nH]c2c1, [Na+]. Product: CSc1nc2cc([N+](=O)[O-])ccc2o1. Reaction SMILES: [CH2:18]1[O:19][CH2:20][CH2:21][CH2:22]1.[H-:14].[I:16][CH3:17].[N+:1](=[O:2])([O-:3])[c:4]1[cH:5][cH:6][c:7]2[c:8]([nH:9][c:10](=[S:12])[o:11]2)[cH:13]1.[Na+:15]>>[N+:1](=[O:2])([O-:3])[c:4]1[cH:5][cH:6][c:7]2[c:8]([n:9][c:10]([S:12][CH3:17])[o:11]2)[cH:13]1. Reactants: CC(C)(OC(=O)N(C1=NC=CC(=C1C=1C=NN(C1)C)OC1=CC(=C(C=C1F)NC(=O)C1=CN(C=C(C1=O)C1=CC=C(C=C1)F)C)F)C(=O)OC(C)(C)C)C (N-(4-(2-[bis[(1,1-dimethylethoxy)carbonyl]amino]-3-(1-methyl-1H-pyrazol-4-yl)pyridin-4-yloxy)-2,5-difluorophenyl)-5-(4-fluorophenyl)-1-methyl-4-oxo-1,4-dihydropyridine-3-carboxamide), C(=O)(C(F)(F)F)O (TFA). Solvent: C(Cl)Cl (CH2Cl2). Reaction conditions: time 3 hour. Yields the product NC1=NC=CC(=C1C=1C=NN(C1)C)OC1=CC(=C(C=C1F)NC(=O)C1=CN(C=C(C1=O)C1=CC=C(C=C1)F)C)F (N-(4-(2-amino-3-(1-methyl-1H-pyrazol-4-yl)pyridin-4-yloxy)-2,5-difluorophenyl)-5-(4-fluorophenyl)-1-methyl-4-oxo-1,4-dihydropyridine-3-carboxamide). Isolated yield 100.0%. Reaction SMILES: CC(C)(OC([N:7](C(OC(C)(C)C)=O)[C:8]1[C:13]([C:14]2[CH:15]=[N:16][N:17]([CH3:19])[CH:18]=2)=[C:12]([O:20][C:21]2[C:26]([F:27])=[CH:25][C:24]([NH:28][C:29]([C:31]3[C:36](=[O:37])[C:35]([C:38]4[CH:43]=[CH:42][C:41]([F:44])=[CH:40][CH:39]=4)=[CH:34][N:33]([CH3:45])[CH:32]=3)=[O:30])=[C:23]([F:46])[CH:22]=2)[CH:11]=[CH:10][N:9]=1)=O)C.C(O)(C(F)(F)F)=O>C(Cl)Cl>[NH2:7][C:8]1[C:13]([C:14]2[CH:15]=[N:16][N:17]([CH3:19])[CH:18]=2)=[C:12]([O:20][C:21]2[C:26]([F:27])=[CH:25][C:24]([NH:28][C:29]([C:31]3[C:36](=[O:37])[C:35]([C:38]4[CH:39]=[CH:40][C:41]([F:44])=[CH:42][CH:43]=4)=[CH:34][N:33]([CH3:45])[CH:32]=3)=[O:30])=[C:23]([F:46])[CH:22]=2)[CH:11]=[CH:10][N:9]=1. Reported procedure: A solution of N-(4-(2-[bis[(1,1-dimethylethoxy)carbonyl]amino]-3-(1-methyl-1H-pyrazol-4-yl)pyridin-4-yloxy)-2,5-difluorophenyl)-5-(4-fluorophenyl)-1-methyl-4-oxo-1,4-dihydropyridine-3-carboxamide (0.115 g, 0.15 mmol) in CH2Cl2 (5 mL) was treated with TFA (0.35 mL, 4.62 mmol) and the solution was stirred at RT for 3 h. The solvent was removed in vacuo and the residue was partitioned between satd NaHCO3 solution (30 mL) and EtOAc (30 mLl). The aqueous layer was extracted with EtOAc (25 mL) and the... The reactants are OCC=1C=C(C=CC1)C1=C(C=C(C=C1C)OCC1(CCSCC1)O)C (4-({[3′-(hydroxymethyl)-2,6-dimethylbiphenyl-4-yl]oxy}methyl)tetrahydro-2H-thiopyran-4-ol), FC1=C(C=CC(=C1)O)CCC(=O)OCC (ethyl 3-(2-fluoro-4-hydroxyphenyl)propanoate), C(CCC)P(CCCC)CCCC (tributylphosphine), N(=NC(=O)N1CCCCC1)C(=O)N1CCCCC1 (1,1′-(azodicarbonyl)dipiperidine). Run in O1CCCC1 (tetrahydrofuran). Yields the product FC1=C(C=CC(=C1)OCC=1C=C(C=CC1)C1=C(C=C(C=C1C)OCC1(CCSCC1)O)C)CCC(=O)OCC (ethyl 3-[2-fluoro-4-({4′-[(4-hydroxytetrahydro-2H-thiopyran-4-yl)methoxy]-2′,6′-dimethylbiphenyl-3-yl}methoxy)phenyl]propanoate). Isolated yield 89.4%. As a reaction SMILES: [OH:1][CH2:2][C:3]1[CH:4]=[C:5]([C:9]2[C:14]([CH3:15])=[CH:13][C:12]([O:16][CH2:17][C:18]3([OH:24])[CH2:23][CH2:22][S:21][CH2:20][CH2:19]3)=[CH:11][C:10]=2[CH3:25])[CH:6]=[CH:7][CH:8]=1.[F:26][C:27]1[CH:32]=[C:31](O)[CH:30]=[CH:29][C:28]=1[CH2:34][CH2:35][C:36]([O:38][CH2:39][CH3:40])=[O:37].C(P(CCCC)CCCC)CCC.N(C(N1CCCCC1)=O)=NC(N1CCCCC1)=O>O1CCCC1>[F:26][C:27]1[CH:32]=[C:31]([O:1][CH2:2][C:3]2[CH:4]=[C:5]([C:9]3[C:10]([CH3:25])=[CH:11][C:12]([O:16][CH2:17][C:18]4([OH:24])[CH2:23][CH2:22][S:21][CH2:20][CH2:19]4)=[CH:13][C:14]=3[CH3:15])[CH:6]=[CH:7][CH:8]=2)[CH:30]=[CH:29][C:28]=1[CH2:34][CH2:35][C:36]([O:38][CH2:39][CH3:40])=[O:37]. Reported procedure: To a solution of 4-({[3′-(hydroxymethyl)-2,6-dimethylbiphenyl-4-yl]oxy}methyl)tetrahydro-2H-thiopyran-4-ol (0.90 g, 2.51 mmol), ethyl 3-(2-fluoro-4-hydroxyphenyl)propanoate (0.56 g, 2.64 mmol) and tributylphosphine (0.86 mL, 3.26 mmol) in tetrahydrofuran (20 mL) was added 1,1′-(azodicarbonyl)dipiperidine (0.85 g, 3.26 mmol) at room temperature with stirring, and the mixture was stirred for 10 hrs. The resulting precipitate was filtered off and the filtrate was concentrated under reduced pressure... Starting materials: [BH4-], CCO, CCOC(=O)C(=CN(C)C)c1ccc(OC)cc1, [Na+], O. Product: CCOC(=O)C(CN(C)C)c1ccc(OC)cc1. RXN SMILES: [BH4-:1].[CH3:3][CH2:4][OH:5].[CH3:6][O:7][c:8]1[cH:9][cH:10][c:11]([C:14]([C:15](=[O:16])[O:17][CH2:18][CH3:19])=[CH:20][N:21]([CH3:22])[CH3:23])[cH:12][cH:13]1.[Na+:2].[OH2:24]>>[CH3:6][O:7][c:8]1[cH:9][cH:10][c:11]([CH:14]([C:15](=[O:16])[O:17][CH2:18][CH3:19])[CH2:20][N:21]([CH3:22])[CH3:23])[cH:12][cH:13]1. Reactants: C(C1=CC=CC=C1)(=O)Cl (benzoyl chloride), C=CC1=CC=CC=C1 (styrene), C(C1=CC=CC=C1)N(C)C (N-benzyldimethylamine). Reagents/catalysts: C(C)(=O)[O-].[Pd+2].C(C)(=O)[O-] (palladium acetate). The solvent is CC=1C=CC(=CC1)C (p-xylene). Product: C1(=CC=CC=C1)C=CC1=CC=CC=C1 (stilbene). The yield is 72.6%. Reaction SMILES: [C:1](Cl)(=O)[C:2]1[CH:7]=[CH:6][CH:5]=[CH:4][CH:3]=1.C=[CH:11][C:12]1[CH:17]=[CH:16][CH:15]=[CH:14][CH:13]=1.C(N(C)C)C1C=CC=CC=1>CC1C=CC(C)=CC=1.C([O-])(=O)C.[Pd+2].C([O-])(=O)C>[C:2]1([CH:1]=[CH:11][C:12]2[CH:17]=[CH:16][CH:15]=[CH:14][CH:13]=2)[CH:7]=[CH:6][CH:5]=[CH:4][CH:3]=1 |f:4.5.6|. Reported procedure: 1.12 ml (0.005 millimol) of palladium acetate, 7.04 g (50 millimols) of benzoyl chloride, 5.22 g (50 millimols) of styrene and 6.76 g (50 millimols) of N-benzyldimethylamine in 100 ml of p-xylene are stirred for 11.5 hours at 130° C. 6.54 g (63% of theory) of stilbene are obtained. This corresponds to 6,300 mols of stilbene per mol of catalyst. Reactants: ClC=1C=C(C=CC1F)C1(CN(CC1)C(=O)OC(C)(C)C)O (tert-Butyl 3-(3-chloro-4-fluorophenyl)-3-hydroxypyrrolidin-1-carboxylate), ( 62 ), ( 98 ), FC(C(=O)O)(F)F (trifluoroacetic acid), ( 53 ). Conditions: time 5 hour. Reaction SMILES: [Cl:1][C:2]1[CH:3]=[C:4]([C:9]2([OH:21])[CH2:13][CH2:12][N:11](C(OC(C)(C)C)=O)[CH2:10]2)[CH:5]=[CH:6][C:7]=1[F:8].FC(F)(F)C(O)=O>ClCCl>[Cl:1][C:2]1[CH:3]=[C:4]([C:9]2([OH:21])[CH2:13][CH2:12][NH:11][CH2:10]2)[CH:5]=[CH:6][C:7]=1[F:8]. Reported procedure: Preparation according to Preparation 2: tert-Butyl 3-(3-chloro-4-fluorophenyl)-3-hydroxypyrrolidin-1-carboxylate (0.87 g, 2.77 mmol), dichloromethane (3 mL) and trifluoroacetic acid (3 mL). Stirred for 5 h. Yield: 0.31 g. MS m/z (rel. intensity, 70 eV) 215 (M+, 72), 157 (bp), 133 (53), 130 (62), 129 (98). The product is ClC=1C=C(C=CC1F)C1(CNCC1)O (3-(3-CHLORO-4-FLUOROPHENYL)PYRROLIDIN-3-OL). The solvent is ClCCl (dichloromethane). Starting materials: C[Li] (Methyl lithium), O1C(CC2=C1C=CC=C2)COS(=O)(=O)C2=CC=C(C=C2)C (2,3-dihydro-1-benzofuran-2-ylmethyl4-methylbenzenesulfonate). The reagents and catalysts are [Cu]I (copper (I) iodide). The solvent is C(C)OCC (diethyl ether), C(C)OCC (diethyl ether). Run at temperature -10 celsius, time 30 minute. Yields the product C(C)C1OC2=C(C1)C=CC=C2 (2-Ethyl-2,3-dihydro-benzofuran). The yield is 98.0%. RXN SMILES: [CH3:1][Li].[O:3]1[C:7]2[CH:8]=[CH:9][CH:10]=[CH:11][C:6]=2[CH2:5][CH:4]1[CH2:12]OS(C1C=CC(C)=CC=1)(=O)=O>C(OCC)C.[Cu]I>[CH2:12]([CH:4]1[CH2:5][C:6]2[CH:11]=[CH:10][CH:9]=[CH:8][C:7]=2[O:3]1)[CH3:1]. Procedure: Methyl lithium (1.6M in diethyl ether, 313 mL, 500 mmol) was added to a solution of copper (I) iodide (47.6 g, 250 mmol) in diethyl ether (750 mL) at −70° C. The solution was then allowed to warm to −10° C. and was stirred for 30 minutes. The mixture was then added to a solution of 2,3-dihydro-1-benzofuran-2-ylmethyl4-methylbenzenesulfonate (preparation 97) (15.2 g, 50 mmol) in diethyl ether (500 mL) and the reaction mixture was stirred at −40° C. for 1 hour and at room temperature for 2 hours. ...